The task is: describe an organic reaction: reactants, conditions, products, and yield. This data is from the Open Reaction Database (ORD), a public repository of structured organic reaction records. Reactants: C(#N)C1=C(C=CC=C1)N1CCNCC1 (1-(2-Cyanophenyl)piperazine), ice water, [OH-].[NH4+] (ammonium hydroxide), N1CCNCC1 (piperazine), O (water), S(O)(O)(=O)=O (sulfuric acid). Run at temperature 100 celsius. Product: S(O)(O)(=O)=O.N1(CCNCC1)C1=C(C(=O)O)C=CC=C1 (2-piperazin-1-yl-benzoic acid sulfuric acid salt). RXN SMILES: [C:1]([C:3]1[CH:8]=[CH:7][CH:6]=[CH:5][C:4]=1[N:9]1[CH2:14][CH2:13][NH:12][CH2:11][CH2:10]1)#N.N1CCNCC1.[OH2:21].[OH-:22].[NH4+].[S:24](=[O:28])(=[O:27])([OH:26])[OH:25]>>[S:24](=[O:26])(=[O:25])([OH:28])[OH:27].[N:9]1([C:4]2[CH:5]=[CH:6][CH:7]=[CH:8][C:3]=2[C:1]([OH:22])=[O:21])[CH2:14][CH2:13][NH:12][CH2:11][CH2:10]1 |f:3.4,6.7|. Procedure details: 1-(2-Cyanophenyl)piperazine (2.00 g, 10.68 mmol) was suspended in 10 mL of concentrated sulfuric acid. The piperazine slowly dissolved as the reaction mixture was heated to 100° C. After heating the reaction for 2 hr, the reaction was cooled to room temperature. 10 mL of water was added and the reaction was heated to 100° C. for another 4 hr. After cooling to room temperature, the reaction mixture was poured into 200 mL of ice water. The aqueous mixture was neutralized with ammonium hydroxide an...